This data is from the Open Reaction Database (ORD), a public repository of structured organic reaction records. The task is: describe an organic reaction: reactants, conditions, products, and yield Starting materials: C1(=CC=CC=C1)C (toluene), C(=C)C1=CC=C(C=C1)O (p-vinylphenol), C(C)#N (acetonitrile), C(C)#N (acetonitrile), O (water). Solvent: CCCCCC (hexane), CC(=O)C (acetone). Run at temperature 30 celsius, time 30 minute. Yields the product C#CC1=CC=C(C=C1)O (poly(p-vinylphenol)). Yield: 17.7%. Reaction SMILES: [CH:1]([C:3]1[CH:8]=[CH:7][C:6]([OH:9])=[CH:5][CH:4]=1)=[CH2:2].C(#N)C.O.C1(C)C=CC=CC=1>CC(C)=O.CCCCCC>[CH:2]#[C:1][C:3]1[CH:8]=[CH:7][C:6]([OH:9])=[CH:5][CH:4]=1. Procedure: 32.1 g of the p-vinylphenol-containing fraction as a polymerization raw material was poured into a 300-ml flask. Thereto was added 29.4 g of acetonitrile. The resulting mixture was stirred with cooling by water of room temperature. Thereto was dropwise added 1.0 ml of an acetonitrile solution of 2% of a boron trifluoride-diethyl ether complex. Then, a polymerization reaction was conducted for 30 minutes. During the period, the temperature of the reaction system was maintained at 25 to 35° C. The... Starting materials: Cl (HCl), COC(=O)C1=C(N=C(S1)C1=C(C=C(C=C1)OCC=1C(=NOC1C1CC1)C1=C(C=CC=C1C(F)(F)F)F)C)C (2-(4-(5-Cyclopropyl-3-(2-fluoro-6-trifluoromethyl-phenyl)-isoxazol-4-ylmethoxy)-2-methyl-phenyl)-4-methyl-thiazole-5-carboxylic acid methyl ester), [Li+].[OH-] (LiOH). Run in CO (methanol), C1CCOC1 (THF), O (water). Run at temperature 55 celsius. The product is C1(CC1)C1=C(C(=NO1)C1=C(C=CC=C1C(F)(F)F)F)COC1=CC(=C(C=C1)C=1SC(=C(N1)C)C(=O)O)C (2-(4-(5-Cyclopropyl-3-(2-fluoro-6-trifluoromethyl-phenyl)-isoxazol-4-ylmethoxy)-2-methyl-phenyl)-4-methyl-thiazole-5-carboxylic acid). The yield is 98.0%. As a reaction SMILES: C[O:2][C:3]([C:5]1[S:9][C:8]([C:10]2[CH:15]=[CH:14][C:13]([O:16][CH2:17][C:18]3[C:19]([C:26]4[C:31]([C:32]([F:35])([F:34])[F:33])=[CH:30][CH:29]=[CH:28][C:27]=4[F:36])=[N:20][O:21][C:22]=3[CH:23]3[CH2:25][CH2:24]3)=[CH:12][C:11]=2[CH3:37])=[N:7][C:6]=1[CH3:38])=[O:4].[Li+].[OH-].Cl>CO.C1COCC1.O>[CH:23]1([C:22]2[O:21][N:20]=[C:19]([C:26]3[C:31]([C:32]([F:33])([F:34])[F:35])=[CH:30][CH:29]=[CH:28][C:27]=3[F:36])[C:18]=2[CH2:17][O:16][C:13]2[CH:14]=[CH:15][C:10]([C:8]3[S:9][C:5]([C:3]([OH:4])=[O:2])=[C:6]([CH3:38])[N:7]=3)=[C:11]([CH3:37])[CH:12]=2)[CH2:25][CH2:24]1 |f:1.2|. Procedure: To a solution of 2-(4-(5-Cyclopropyl-3-(2-fluoro-6-trifluoromethyl-phenyl)-isoxazol-4-ylmethoxy)-2-methyl-phenyl)-4-methyl-thiazole-5-carboxylic acid methyl ester (0.025 g, 0.046 mmol) in 1 mL of methanol and 1 mL of THF is added a solution of LiOH (0.011 g, 0.46 mmol) in water (11 mL). The reaction is heated to 55° C. for 30 minutes. The reaction is cooled, acidified with aqueous 1M HCl, and extracted with ethyl acetate. The organic layer is washed with brine, dried over sodium sulfate, filtere...